describe an organic reaction: reactants, conditions, products, and yield From a dataset of the Open Reaction Database (ORD), a public repository of structured organic reaction records. Reactants: C(=O)(OCC)C(NC(=O)OCC1=CC=CC=C1)C(=O)O (2-carbethoxy-N-(benzyloxycarbonyl)glycine), Br (hydrobromic acid), solution, P(Cl)(Cl)(Cl)(Cl)Cl (phosphorus pentachloride), NC1=C(C(=O)C2=CC=CC=C2)C=CC(=C1)Cl (2-amino-4-chlorobenzophenone). Run in CN(C=O)C (dimethylformamide), C(Cl)Cl (methylene chloride), C(Cl)Cl (methylene chloride), C(C)(=O)O (acetic acid). Conditions: time 90 minute. Product: C(C)OC(=O)C1C(NC2=C(C(=N1)C1=CC=CC=C1)C=CC(=C2)Cl)=O (8-chloro-2,3-dihydro-2-oxo-5-phenyl-1H-1,4-benzodiazepine-3-carboxylic acid ethyl ester). As a reaction SMILES: [C:1]([CH:6]([C:18](O)=[O:19])[NH:7]C(OCC1C=CC=CC=1)=O)([O:3][CH2:4][CH3:5])=[O:2].P(Cl)(Cl)(Cl)(Cl)Cl.[NH2:27][C:28]1[CH:41]=[C:40]([Cl:42])[CH:39]=[CH:38][C:29]=1[C:30]([C:32]1[CH:37]=[CH:36][CH:35]=[CH:34][CH:33]=1)=O.Br>C(O)(=O)C.C(Cl)Cl.CN(C)C=O>[CH2:4]([O:3][C:1]([CH:6]1[N:7]=[C:30]([C:32]2[CH:37]=[CH:36][CH:35]=[CH:34][CH:33]=2)[C:29]2[CH:38]=[CH:39][C:40]([Cl:42])=[CH:41][C:28]=2[NH:27][C:18]1=[O:19])=[O:2])[CH3:5]. Procedure: A suspension of 45.0 g. of 2-carbethoxy-N-(benzyloxycarbonyl)glycine in 120 ml. of dry methylene chloride, cooled to -20° C., is treated portionwise with 30 g. of phosphorus pentachloride and stirred for 30 minutes at -20° C. to -10° C. To the now clear solution, there is added at the same temperature a solution of 27.7 g. of 2-amino-4-chlorobenzophenone and 1 ml. of dimethylformamide in 120 ml. of dry methylene chloride. The mixture is concentrated under reduced pressure at 40°-45° C. The resid... Starting materials: C(=O)(O)[O-].[Na+] (NaHCO3), Cl (hydrochloric acid), C(#N)C=1C(=CC(=NC1)NC(=O)N1CCCC2=CC(=C(N=C12)C(OC)OC)CN1C(CN(CC1)C)=O)OC(C)C (N-(5-cyano-4-isopropoxypyridin-2-yl)-7-(dimethoxymethyl)-6-((4-methyl-2-oxopiperazin-1-yl)methyl)-3,4-dihydro-1,8-naphthyridine-1(2H)-carboxamide), C(#N)C=1C(=CC(=NC1)NC(=O)N1CCCC2=CC(=C(N=C12)C(OC)OC)CN1C(CN(CC1)C)=O)OC(C)C (N-(5-cyano-4-isopropoxypyridin-2-yl)-7-(dimethoxymethyl)-6-((4-methyl-2-oxopiperazin-1-yl)methyl)-3,4-dihydro-1,8-naphthyridine-1(2H)-carboxamide), CCOC(=O)C (EtOAc). The solvent is C1CCOC1 (THF), O (water). Run at time 4 hour. The product is C(#N)C=1C(=CC(=NC1)NC(=O)N1CCCC2=CC(=C(N=C12)C=O)CN1C(CN(CC1)C)=O)OC(C)C (N-(5-cyano-4-isopropoxypyridin-2-yl)-7-formyl-6-((4-methyl-2-oxopiperazin-1-yl)methyl)-3,4-dihydro-1,8-naphthyridine-1(2H)-carboxamide). As a reaction SMILES: Cl.[C:2]([C:4]1[C:5]([O:37][CH:38]([CH3:40])[CH3:39])=[CH:6][C:7]([NH:10][C:11]([N:13]2[C:22]3[C:17](=[CH:18][C:19]([CH2:28][N:29]4[CH2:34][CH2:33][N:32]([CH3:35])[CH2:31][C:30]4=[O:36])=[C:20]([CH:23](OC)[O:24]C)[N:21]=3)[CH2:16][CH2:15][CH2:14]2)=[O:12])=[N:8][CH:9]=1)#[N:3].C([O-])(O)=O.[Na+].CCOC(C)=O>C1COCC1.O>[C:2]([C:4]1[C:5]([O:37][CH:38]([CH3:40])[CH3:39])=[CH:6][C:7]([NH:10][C:11]([N:13]2[C:22]3[C:17](=[CH:18][C:19]([CH2:28][N:29]4[CH2:34][CH2:33][N:32]([CH3:35])[CH2:31][C:30]4=[O:36])=[C:20]([CH:23]=[O:24])[N:21]=3)[CH2:16][CH2:15][CH2:14]2)=[O:12])=[N:8][CH:9]=1)#[N:3] |f:2.3|. Procedure: Concentrated hydrochloric acid (0.15 ml) was added to a solution of N-(5-cyano-4-isopropoxypyridin-2-yl)-7-(dimethoxymethyl)-6-((4-methyl-2-oxopiperazin-1-yl)methyl)-3,4-dihydro-1,8-naphthyridine-1(2H)-carboxamide (intermediate 95, 188 mg, 0.301 mmol) in THF (1.1 ml) and water (0.4 ml) at room temperature. After stirring for 4 h at room temperature the reaction was assessed to be complete by HPLC/MS and saturated aqueous NaHCO3 was added, the mixture extracted with DCM (3×), the organic layers d...